The task is: describe an organic reaction: reactants, conditions, products, and yield. This data is from the Open Reaction Database (ORD), a public repository of structured organic reaction records. The reactants are Cl (hydrochloric acid), CC(CC=O)C (3-Methylbutanal), C(#N)[BH3-].[Na+] (sodium cyanoborohydride), N[C@H]1[C@@H]2[C@]3(CC[C@H](C[C@@H]3CC[C@H]2[C@@H]2CC[C@@H]([C@@]2(C)C1)C(=O)OC)O)C (methyl 11α-amino-3α-hydroxy-5α-androstane-17β-carboxylate), [BH4-].[Na+] (sodium borohydride). Solvent: CCOCC (ether), C(C)O (ethanol), C(C)(=O)OCC (ethyl acetate), O (water). Conditions: time 0.5 hour. Product: Cl.O[C@H]1C[C@@H]2CC[C@H]3[C@@H]4CC[C@@H]([C@@]4(C)C[C@H]([C@@H]3[C@]2(CC1)C)NCCC(C)C)C(=O)OC (Methyl 3α-hydroxy-11α-(3-methylbutylamino)-5α-androstane-17β-carboxylate hydrochloride). As a reaction SMILES: [CH3:1][CH:2]([CH3:6])[CH2:3][CH:4]=O.C([BH3-])#N.[Na+].[NH2:11][C@@H:12]1[CH2:29][C@@:27]2([CH3:28])[C@@H:23]([CH2:24][CH2:25][C@@H:26]2[C:30]([O:32][CH3:33])=[O:31])[C@H:22]2[C@H:13]1[C@:14]1([CH3:35])[C@@H:19]([CH2:20][CH2:21]2)[CH2:18][C@H:17]([OH:34])[CH2:16][CH2:15]1.[BH4-].[Na+].[ClH:38]>C(O)C.C(OCC)(=O)C.CCOCC.O>[ClH:38].[OH:34][C@@H:17]1[CH2:16][CH2:15][C@@:14]2([CH3:35])[C@@H:19]([CH2:20][CH2:21][C@@H:22]3[C@@H:13]2[C@H:12]([NH:11][CH2:4][CH2:3][CH:2]([CH3:6])[CH3:1])[CH2:29][C@@:27]2([CH3:28])[C@H:23]3[CH2:24][CH2:25][C@@H:26]2[C:30]([O:32][CH3:33])=[O:31])[CH2:18]1 |f:1.2,4.5,11.12|. Procedure details: 3-Methylbutanal (2.62 ml) and sodium cyanoborohydride (306 mg) were added to a solution of methyl 11α-amino-3α-hydroxy-5α-androstane-17β-carboxylate (5.77 g) in ethanol (130 ml) and after 18 h sodium borohydride (0.7 g) was added. After a further 15 minutes water (350 ml) was added and the mixture was extracted with ether (×2). The extract was washed with water, dried (Na2SO4) and evaporated to leave a foam which was dissolved in ethyl acetate (200 ml). Concentrated hydrochloric acid solution (4... Starting materials: [OH-].[K+] (potassium hydroxide), C(C)OC(=O)C=1C2=C(C(=NC1)Cl)NC=C2C (7-chloro-3-methyl-1H-pyrrolo[2,3-c]pyridine-4-carboxylic acid ethyl ester), ClC=1C=C(N)C=CC1 (3-chloroaniline), CS(=O)(=O)O (methanesulfonic acid). The solvent is C(C)O (ethanol), O1CCOCC1 (1,4-dioxane), C(C)O (ethanol). Reaction conditions: temperature 180 celsius. Product: ClC=1C=C(C=CC1)NC1=NC=C(C2=C1NC=C2C)C(=O)O (7-(3-Chloro-phenylamino)-3-methyl-1H-pyrrolo[2,3-c]pyridine-4-carboxylic acid). RXN SMILES: C([O:3][C:4]([C:6]1[C:7]2[C:15]([CH3:16])=[CH:14][NH:13][C:8]=2[C:9](Cl)=[N:10][CH:11]=1)=[O:5])C.[Cl:17][C:18]1[CH:19]=[C:20]([CH:22]=[CH:23][CH:24]=1)[NH2:21].CS(O)(=O)=O.[OH-].[K+]>O1CCOCC1.C(O)C>[Cl:17][C:18]1[CH:19]=[C:20]([NH:21][C:9]2[C:8]3[NH:13][CH:14]=[C:15]([CH3:16])[C:7]=3[C:6]([C:4]([OH:3])=[O:5])=[CH:11][N:10]=2)[CH:22]=[CH:23][CH:24]=1 |f:3.4|. Procedure details: A mixture of 7-chloro-3-methyl-1H-pyrrolo[2,3-c]pyridine-4-carboxylic acid ethyl ester (180 mg), 3-chloroaniline (160 μl), and methanesulfonic acid (98 μl) in 1,4-dioxane (5 ml) was heated under microwave conditions at 180° C. for 30 minutes. The solid mass obtained was suspended in ethanol (6 ml) and treated with a solution of potassium hydroxide (170 mg) in ethanol (2 ml) and then refluxed overnight. The ethanol was evaporated and replaced with methanol (8 ml) and potassium hydroxide (56 mg) a... The reactants are [C-]#N.[K+] (potassium cyanide), CN(C)C=O (DMF), C(C)(=O)OCC1(CC1)CBr ([1-(bromomethyl)cyclopropyl]methyl acetate), O (water). Run in C1(=CC=CC=C1)C (toluene). Run at temperature 80 celsius. Yields the product C(C)(=O)OCC1(CC1)CC#N ([1-(cyanomethyl)cyclopropyl]methyl acetate). The yield is 119.5%. Reaction SMILES: [C-]#N.[K+].[CH3:4][N:5](C=O)C.[C:9]([O:12][CH2:13][C:14]1([CH2:17]Br)[CH2:16][CH2:15]1)(=[O:11])[CH3:10].O>C1(C)C=CC=CC=1>[C:9]([O:12][CH2:13][C:14]1([CH2:17][C:4]#[N:5])[CH2:16][CH2:15]1)(=[O:11])[CH3:10] |f:0.1|. Reported procedure: A 12 L 4-neck round bottle flask was equipped with mechanical stirrer, a thermometer, a condenser, a nitrogen inlet and an additional funnel. To the flask was charged 1335 mL of and 667 g of potassium cyanide and kept stirring to complete dissolution. 1417 g of DMF and 1417 g of crude [1-(bromomethyl)cyclopropyl]methyl acetate were added from the addition funnel over 30 min. When the addition was complete, the reaction mixture was heated to 80° C. with stirring about 1 hour. The resulting mixtur... Isolated yield 85.1%. The reactants are Ru[p-cymeme](1S,2S)-N-(p-toluenesulfonyl)-1,2-diphenylethylenediamine, BrC=1C=C(C=CC1)[C@](CF)(CC(C(F)(F)F)=O)N[S@](=O)C(C)(C)C ((R)-N-((S)-2-(3-bromophenyl)-1,5,5,5-tetrafluoro-4-oxopentan-2-yl)-2-methylpropane-2-sulfinamide). Procedure details: Ru[p-cymeme](1S,2S)-N-(p-toluenesulfonyl)-1,2-diphenylethylenediamine (0.119 g, 0.198 mmol) was added in one portion to a solution of (R)-N-((S)-2-(3-bromophenyl)-1,5,5,5-tetrafluoro-4-oxopentan-2-yl)-2-methylpropane-2-sulfinamide (2.14 g, 4.95 mmol) in IPA (50 ml) (which had been degassed by bubbling nitrogen through the solution for 30 minutes prior to use) in a dry box at room temperature. After stirring overnight, the reaction was worked up with saturated sodium bicarbonate solution and extr... Run at time 8 hour. The solvent is CC(C)O (IPA). Yields the product BrC=1C=C(C=CC1)[C@](CF)(C[C@@H](C(F)(F)F)O)N[S@](=O)C(C)(C)C ((R)-N-((2S,4S)-2-(3-bromophenyl)-1,5,5,5-tetrafluoro-4-hydroxypentan-2-yl)-2-methylpropane-2-sulfinamide). RXN SMILES: [Br:1][C:2]1[CH:3]=[C:4]([C@@:8]([NH:18][S@@:19]([C:21]([CH3:24])([CH3:23])[CH3:22])=[O:20])([CH2:11][C:12](=[O:17])[C:13]([F:16])([F:15])[F:14])[CH2:9][F:10])[CH:5]=[CH:6][CH:7]=1>CC(O)C>[Br:1][C:2]1[CH:3]=[C:4]([C@@:8]([NH:18][S@@:19]([C:21]([CH3:24])([CH3:23])[CH3:22])=[O:20])([CH2:11][C@H:12]([OH:17])[C:13]([F:15])([F:14])[F:16])[CH2:9][F:10])[CH:5]=[CH:6][CH:7]=1. The reactants are C1(CCCC(=O)O1)=O (glutaric anhydride), COC([C@@H](NC(CCCC(=O)N1CCNCC1)=O)CC1=CC(I)=C(C(I)=C1)OC1=CC(I)=C(C(I)=C1)O)=O (N-(4-piperazinocarbonylbutyryl)thyroxine methyl ester). Yields the product COC([C@@H](NC(CCCC(=O)N1CCN(CC1)C(CCCC(=O)O)=O)=O)CC1=CC(I)=C(C(I)=C1)OC1=CC(I)=C(C(I)=C1)O)=O (N-{4-[4-(4-Carboxybutyryl)piperazinocarbonyl]butyryl}thyroxine Monomethyl Ester). As a reaction SMILES: [C:1]1(=[O:8])[O:7][C:5](=[O:6])[CH2:4][CH2:3][CH2:2]1.[CH3:9][O:10][C:11](=[O:46])[C@H:12]([CH2:27][C:28]1[CH:35]=[C:33]([I:34])[C:32]([O:36][C:37]2[CH:44]=[C:42]([I:43])[C:41]([OH:45])=[C:39]([I:40])[CH:38]=2)=[C:30]([I:31])[CH:29]=1)[NH:13][C:14](=[O:26])[CH2:15][CH2:16][CH2:17][C:18]([N:20]1[CH2:25][CH2:24][NH:23][CH2:22][CH2:21]1)=[O:19]>>[CH3:9][O:10][C:11](=[O:46])[C@H:12]([CH2:27][C:28]1[CH:35]=[C:33]([I:34])[C:32]([O:36][C:37]2[CH:44]=[C:42]([I:43])[C:41]([OH:45])=[C:39]([I:40])[CH:38]=2)=[C:30]([I:31])[CH:29]=1)[NH:13][C:14](=[O:26])[CH2:15][CH2:16][CH2:17][C:18]([N:20]1[CH2:25][CH2:24][N:23]([C:5](=[O:6])[CH2:4][CH2:3][CH2:2][C:1]([OH:7])=[O:8])[CH2:22][CH2:21]1)=[O:19]. Reported procedure: This material was prepared using the procedure outlined in Intermediate Preparation 1, step 6 except glutaric anhydride was reacted with N-(4-piperazinocarbonylbutyryl)thyroxine methyl ester hydromide from step 4. This compound was purified by column chromatography (SiO2). Starting materials: CC(=CCCC(=O)CBr)CCCC(C)COCc1ccccc1, ClCCl, O=C(OO)c1cccc(Cl)c1. The product is CC(CCCC1(C)OC1CCC(=O)CBr)COCc1ccccc1. As a reaction SMILES: [CH2:1]([c:2]1[cH:3][cH:4][cH:5][cH:6][cH:7]1)[O:8][CH2:9][CH:10]([CH2:11][CH2:12][CH2:13][C:14](=[CH:15][CH2:16][CH2:17][C:18]([CH2:19][Br:20])=[O:21])[CH3:22])[CH3:23].[CH2:35]([Cl:36])[Cl:37].[Cl:24][c:25]1[cH:26][cH:27][cH:28][c:29]([C:30]([O:31][OH:33])=[O:32])[cH:34]1>>[CH2:1]([c:2]1[cH:3][cH:4][cH:5][cH:6][cH:7]1)[O:8][CH2:9][CH:10]([CH2:11][CH2:12][CH2:13][C:14]1([CH3:22])[CH:15]([CH2:16][CH2:17][C:18]([CH2:19][Br:20])=[O:21])[O:32]1)[CH3:23]. Reactants: C=CC(=O)Cl, CN1CCCNCC1, ClCCl, [Na+], [Na+], O=C([O-])[O-], O. Yields the product C=CC(=O)N1CCCN(C)CC1. Reaction SMILES: [C:9]([CH:10]=[CH2:11])(=[O:12])[Cl:13].[CH3:1][N:2]1[CH2:3][CH2:4][NH:5][CH2:6][CH2:7][CH2:8]1.[Cl:20][CH2:21][Cl:22].[Na+:14].[Na+:15].[O-:16][C:17](=[O:18])[O-:19].[OH2:23]>>[CH3:1][N:2]1[CH2:3][CH2:4][N:5]([C:9]([CH:10]=[CH2:11])=[O:12])[CH2:6][CH2:7][CH2:8]1.